Dataset: the Open Reaction Database (ORD), a public repository of structured organic reaction records. Task: describe an organic reaction: reactants, conditions, products, and yield Starting materials: ClC=1C=C(C=CC1C1CCCCC1)C(C(=O)OCC)O (ethyl 3-chloro-4-cyclohexylphenylglycolate), P(Br)(Br)(Br)(Br)Br (phosphorus pentabromide). Run in petroleum ether. Yields the product BrC(C(=O)OCC)C1=CC(=C(C=C1)C1CCCCC1)Cl (ethyl α-bromo-3-chloro-4-cyclohexylphenylacetate). RXN SMILES: [Cl:1][C:2]1[CH:3]=[C:4]([CH:14](O)[C:15]([O:17][CH2:18][CH3:19])=[O:16])[CH:5]=[CH:6][C:7]=1[CH:8]1[CH2:13][CH2:12][CH2:11][CH2:10][CH2:9]1.P(Br)(Br)(Br)(Br)[Br:22]>>[Br:22][CH:14]([C:4]1[CH:5]=[CH:6][C:7]([CH:8]2[CH2:13][CH2:12][CH2:11][CH2:10][CH2:9]2)=[C:2]([Cl:1])[CH:3]=1)[C:15]([O:17][CH2:18][CH3:19])=[O:16]. Reported procedure: To 15.0 g. (0.0476 moles) of ethyl 3-chloro-4-cyclohexylphenylglycolate there is added slowly with stirring at 40°-50° C 23 g. (0.053 moles) of phosphorus pentabromide. The mixture is stirred at room temperature for 16 hours, then diluted with 70 ml. of petroleum ether, and poured into 125 ml. of ice-cold water. The organic phase is separated, washed with saturated aqueous sodium hydrogen carbonate solution, dried over anhydrous sodium sulfate, filtered and the solvent removed in vacuo to obtain... Starting materials: [N+](=O)([O-])C1=C(C(=CC(=C1)C(C)(C)C)[N+](=O)[O-])Cl (2,6-dinitro-4-t-butylchlorobenzene), aqueous solution, CNC (dimethylamine), C(C)O (ethanol). The solvent is O (H2O). Conditions: time 1 hour. Product: CN(C1=C(C=C(C=C1[N+](=O)[O-])C(C)(C)C)[N+](=O)[O-])C (N,N-dimethyl-2,6-dinitro-4-t-butylaniline). Reaction SMILES: [N+:1]([C:4]1[CH:9]=[C:8]([C:10]([CH3:13])([CH3:12])[CH3:11])[CH:7]=[C:6]([N+:14]([O-:16])=[O:15])[C:5]=1Cl)([O-:3])=[O:2].[CH3:18][NH:19][CH3:20].C(O)C>O>[CH3:18][N:19]([CH3:20])[C:5]1[C:4]([N+:1]([O-:3])=[O:2])=[CH:9][C:8]([C:10]([CH3:13])([CH3:12])[CH3:11])=[CH:7][C:6]=1[N+:14]([O-:16])=[O:15]. Procedure: Two and six-tenths grams (.01 mole) of 2,6-dinitro-4-t-butylchlorobenzene was reacted with 3.1 grams of 40% aqueous solution of dimethylamine in 50 ml. ethanol. The temperature was slowly increased as follows: 30° C. for 1 hour, 40° C. for 1 hour, 50° C. for one hour, then 80° C. for five hours. When the reaction was complete, about 100 ml. H2O was added, precipitating the product. This was filtered, washed with portions of H2O and upon recrystallization from ethanol yielded 2.5 grams of N,N-dim... Reactants: C(C)(C)(C)[Si](C)(C)OC(C(C)(C)C)CCC1=C(C=C(C=C1)C(CC)(C1=CC(=C(C=C1)B1OC(C(O1)(C)C)(C)C)C)CC)C (t-butyl-(1-{2-[4-(1-ethyl-1-{4-[4,4,5,5-tetramethyl-[1,3,2]dioxaborolan-2-yl]-3-methyl-phenyl}-propyl)-2-methyl-phenyl]-ethyl}-2,2-dimethyl-propoxy)dimethylsilane), COC(CC=1C=NC=C(C1)Br)=O ((5-bromo-pyridin-3-yl)acetic acid methyl ester), P(=O)([O-])([O-])[O-].[K+].[K+].[K+] (potassium phosphate). Reagents/catalysts: C=1C=CC(=CC1)[P](C=2C=CC=CC2)(C=3C=CC=CC3)[Pd]([P](C=4C=CC=CC4)(C=5C=CC=CC5)C=6C=CC=CC6)([P](C=7C=CC=CC7)(C=8C=CC=CC8)C=9C=CC=CC9)[P](C=1C=CC=CC1)(C=1C=CC=CC1)C=1C=CC=CC1 (tetrakis(triphenylphosphine)palladium). Solvent: O (Water). Reaction conditions: temperature 86.5 celsius, time 3 hour. Yields the product COC(CC=1C=NC=C(C1)C1=C(C=C(C=C1)C(CC)(CC)C1=CC(=C(C=C1)CCC(C(C)(C)C)O[Si](C)(C)C(C)(C)C)C)C)=O ({5-[4-(1-{4-[3-(t-butyl-dimethyl-silanyloxy)-4,4-dimethyl-pentyl]-3-methyl-phenyl}-1-ethyl-propyl)-2-methyl-phenyl]-pyridin-3-yl}-acetic Acid Methyl Ester). Yield: 83.3%. As a reaction SMILES: [C:1]([Si:5]([O:8][CH:9]([CH2:14][CH2:15][C:16]1[CH:21]=[CH:20][C:19]([C:22]([CH2:41][CH3:42])([C:25]2[CH:30]=[CH:29][C:28](B3OC(C)(C)C(C)(C)O3)=[C:27]([CH3:40])[CH:26]=2)[CH2:23][CH3:24])=[CH:18][C:17]=1[CH3:43])[C:10]([CH3:13])([CH3:12])[CH3:11])([CH3:7])[CH3:6])([CH3:4])([CH3:3])[CH3:2].[CH3:44][O:45][C:46](=[O:55])[CH2:47][C:48]1[CH:49]=[N:50][CH:51]=[C:52](Br)[CH:53]=1.P([O-])([O-])([O-])=O.[K+].[K+].[K+]>C1C=CC([P]([Pd]([P](C2C=CC=CC=2)(C2C=CC=CC=2)C2C=CC=CC=2)([P](C2C=CC=CC=2)(C2C=CC=CC=2)C2C=CC=CC=2)[P](C2C=CC=CC=2)(C2C=CC=CC=2)C2C=CC=CC=2)(C2C=CC=CC=2)C2C=CC=CC=2)=CC=1.O>[CH3:44][O:45][C:46](=[O:55])[CH2:47][C:48]1[CH:49]=[N:50][CH:51]=[C:52]([C:28]2[CH:29]=[CH:30][C:25]([C:22]([C:19]3[CH:20]=[CH:21][C:16]([CH2:15][CH2:14][CH:9]([O:8][Si:5]([C:1]([CH3:4])([CH3:3])[CH3:2])([CH3:6])[CH3:7])[C:10]([CH3:13])([CH3:12])[CH3:11])=[C:17]([CH3:43])[CH:18]=3)([CH2:23][CH3:24])[CH2:41][CH3:42])=[CH:26][C:27]=2[CH3:40])[CH:53]=1 |f:2.3.4.5,^1:67,69,88,107|. Procedure: Degassed N,N-dimethylformamide (0.12 mL) was added to t-butyl-(1-{2-[4-(1-ethyl-1-{4-[4,4,5,5-tetramethyl-[1,3,2]dioxaborolan-2-yl]-3-methyl-phenyl}-propyl)-2-methyl-phenyl]-ethyl}-2,2-dimethyl-propoxy)dimethylsilane (Example 23-(1); 11.0 mg, 0.0181 mmol), (5-bromo-pyridin-3-yl)acetic acid methyl ester (Example 24-(2); 6.3 mg, 0.027 mmol), tetrakis(triphenylphosphine)palladium (0) (2.6 mg, 0.0022 mmol) and potassium phosphate (9.0 mg, 0.042 mmol). After replacement with nitrogen, the mixture was... Yield: 20.6%. Procedure: 3-(2H-tetrazol-5-yl)-pyridin-2,6-diamine (60 mg) described in Manufacturing Example 7-3, 4-benzyloxybenzyl chloride (79 mg), sodium iodide (51 mg), NaH (14 mg, 60% in oil), and DMF (0.69 mL) were stirred for 10 minutes at 60° C. Water was added to the reaction solution, which was then extracted with ethyl acetate. The organic layer was concentrated and purified by NH silica gel column chromatography (hexane:ethyl acetate=2:1, then ethyl acetate). Ethyl acetate-hexane was added to the residue thu... RXN SMILES: [N:1]1[NH:2][N:3]=[N:4][C:5]=1[C:6]1[C:7]([NH2:13])=[N:8][C:9]([NH2:12])=[CH:10][CH:11]=1.[CH2:14]([O:21][C:22]1[CH:29]=[CH:28][C:25]([CH2:26]Cl)=[CH:24][CH:23]=1)[C:15]1[CH:20]=[CH:19][CH:18]=[CH:17][CH:16]=1.[I-].[Na+].[H-].[Na+]>O.CN(C=O)C>[CH2:14]([O:21][C:22]1[CH:23]=[CH:24][C:25]([CH2:26][N:3]2[N:2]=[N:1][C:5]([C:6]3[C:7]([NH2:13])=[N:8][C:9]([NH2:12])=[CH:10][CH:11]=3)=[N:4]2)=[CH:28][CH:29]=1)[C:15]1[CH:16]=[CH:17][CH:18]=[CH:19][CH:20]=1 |f:2.3,4.5|. Reaction conditions: temperature 60 celsius, time 10 minute. Yields the product C(C1=CC=CC=C1)OC1=CC=C(CN2N=C(N=N2)C=2C(=NC(=CC2)N)N)C=C1 (3-(2-(4-Benzyloxy-benzyl)-2H-tetrazol-5-yl)-pyridin-2,6-diamine). Reactants: N=1NN=NC1C=1C(=NC(=CC1)N)N (3-(2H-tetrazol-5-yl)-pyridin-2,6-diamine), [H-].[Na+] (NaH), C(C1=CC=CC=C1)OC1=CC=C(CCl)C=C1 (4-benzyloxybenzyl chloride), [I-].[Na+] (sodium iodide). Run in O (Water), CN(C)C=O (DMF). Reactants: FC(C1=CC=C(C=C1)S(=O)(=O)Cl)(F)F (4-(trifluoromethyl)benzenesulfonylchloride), [Br-].BrCCCCC[C@@H]1CC[C@H](CC1)[NH3+] (trans-4-(5-Bromo-pentyl)-cyclohexylammonium bromide), CCN(C(C)C)C(C)C (Hünig's base). Run in OS(=O)(=O)[O-].[K+].CC(C)(C)OC (KHSO4 TBME), C(Cl)Cl (CH2Cl2). Conditions: time 1.5 hour. Yields the product BrCCCCC[C@@H]1CC[C@H](CC1)NS(=O)(=O)C1=CC=C(C=C1)C(F)(F)F (trans-N-[4-(5-Bromo-pentyl)-cyclohexyl]-4-trifluoromethyl-benzenesulfonamide). Isolated yield 90.8%. Reaction SMILES: [Br-].[Br:2][CH2:3][CH2:4][CH2:5][CH2:6][CH2:7][C@H:8]1[CH2:13][CH2:12][C@H:11]([NH3+:14])[CH2:10][CH2:9]1.[F:15][C:16]([F:28])([F:27])[C:17]1[CH:22]=[CH:21][C:20]([S:23](Cl)(=[O:25])=[O:24])=[CH:19][CH:18]=1.CCN(C(C)C)C(C)C>C(Cl)Cl.OS([O-])(=O)=O.[K+].CC(OC)(C)C>[Br:2][CH2:3][CH2:4][CH2:5][CH2:6][CH2:7][C@H:8]1[CH2:9][CH2:10][C@H:11]([NH:14][S:23]([C:20]2[CH:19]=[CH:18][C:17]([C:16]([F:15])([F:27])[F:28])=[CH:22][CH:21]=2)(=[O:25])=[O:24])[CH2:12][CH2:13]1 |f:0.1,5.6.7|. Procedure: A solution of 1.0 g (3.04 mmol) of trans-4-(5-Bromo-pentyl)-cyclohexylammonium bromide in 12 ml CH2Cl2 was first cooled at 0° C., treated with 0.8 g (3.27 mmol) 4-(trifluoromethyl)benzenesulfonylchloride and then with 1.2 ml (7.01 mmol; 2.3 equivalents) of Hünig's base (during 30 min). After total 1.5 h at 0° C., the mixture was dissolved in aqueous 10% KHSO4/TBME (3×). The organic phases were washed with aqueous saturated NaHCO3 and aqueous 10% NaCl, dried over Na2SO4 and evaporated to give 1.3... The reactants are BrC1=CC=C2C(=NN(C2=C1)C1=CC=CC=C1)OC (6-bromo-3-methoxy-1-phenyl-1H-indazole), C(C)(C)(C)OC(=O)N1CCC(CC1)N1C(NCC1)=O (4-(2-oxo-imidazolidin-1-yl)-piperidine-1-carboxylic acid tert-butyl ester), Cl (HCl). The product is Cl.COC1=NN(C2=CC(=CC=C12)N1C(N(CC1)C1CCNCC1)=O)C1=CC=CC=C1 (1-(3-Methoxy-1-phenyl-1H-indazol-6-yl)-3-(piperidin-4-yl)imidazolidin-2-one hydrochloride). As a reaction SMILES: Br[C:2]1[CH:10]=[C:9]2[C:5]([C:6]([O:17][CH3:18])=[N:7][N:8]2[C:11]2[CH:16]=[CH:15][CH:14]=[CH:13][CH:12]=2)=[CH:4][CH:3]=1.C(OC([N:26]1[CH2:31][CH2:30][CH:29]([N:32]2[CH2:36][CH2:35][NH:34][C:33]2=[O:37])[CH2:28][CH2:27]1)=O)(C)(C)C.[ClH:38]>>[ClH:38].[CH3:18][O:17][C:6]1[C:5]2[C:9](=[CH:10][C:2]([N:34]3[CH2:35][CH2:36][N:32]([CH:29]4[CH2:28][CH2:27][NH:26][CH2:31][CH2:30]4)[C:33]3=[O:37])=[CH:3][CH:4]=2)[N:8]([C:11]2[CH:16]=[CH:15][CH:14]=[CH:13][CH:12]=2)[N:7]=1 |f:3.4|. Procedure details: The title compound was prepared according to the procedure as described in Example 57 reacting 6-bromo-3-methoxy-1-phenyl-1H-indazole and 4-(2-oxo-imidazolidin-1-yl)-piperidine-1-carboxylic acid tert-butyl ester, followed by de-protection with HCl. Starting materials: CCOC(=O)C(=O)OCC, Cc1nc(-c2ncccc2C(F)(F)F)ccc1C#N, CCO, CC[O-], Cl, [Na+], O. Yields the product CCOC(=O)C(=O)Cc1nc(-c2ncccc2C(F)(F)F)ccc1C#N. As a reaction SMILES: [C:20]([C:21](=[O:22])[O:23][CH2:24][CH3:25])(=[O:26])[O:27][CH2:28][CH3:29].[CH3:1][c:2]1[c:3]([C:18]#[N:19])[cH:4][cH:5][c:6](-[c:8]2[n:9][cH:10][cH:11][cH:12][c:13]2[C:14]([F:15])([F:16])[F:17])[n:7]1.[CH3:32][CH2:33][OH:34].[CH3:35][CH2:36][O-:37].[ClH:31].[Na+:38].[OH2:30]>>[CH2:1]([c:2]1[c:3]([C:18]#[N:19])[cH:4][cH:5][c:6](-[c:8]2[n:9][cH:10][cH:11][cH:12][c:13]2[C:14]([F:15])([F:16])[F:17])[n:7]1)[C:20]([C:21](=[O:22])[O:23][CH2:24][CH3:25])=[O:26]. The reactants are N[C@H](CC#N)C ((S)-3-amino-butyronitrile), CCO (EtOH), N1C(CCCC1)=O (piperidone). Run in O (H2O). Product: O=C1CCN(CC1)[C@@H](CC#N)C ((R)-3-(4-oxo-piperidin-1-yl)-butyronitrile). Isolated yield 87.0%. RXN SMILES: [NH2:1][C@@H:2]([CH3:6])[CH2:3][C:4]#[N:5].N1[CH2:12][CH2:11][CH2:10][CH2:9][C:8]1=O.CC[OH:16]>O>[O:16]=[C:10]1[CH2:11][CH2:12][N:1]([C@H:2]([CH3:6])[CH2:3][C:4]#[N:5])[CH2:8][CH2:9]1. Procedure details: To a solution of the above amine (6.85 g, 81.5 mmol) in EtOH (150 mL) heated to 100° C. was added a solution of the above piperidone salt (32.9 g, 122 mmol) in H2O (150 mL) dropwise. The resulting solution was stirred at reflux for 1 hour and then slowly cooled to room temperature. The mixture was concentrated under reduced pressure, diluted with saturated aqueous NaHCO3 (120 mL) and extracted with CH2Cl2 (4×150 mL). The combined organic extracts were washed with H2O (150 mL) and the organic lay... Reactants: N(C1=CC=CC=C1)C(=O)N(C1CCN(CC1)CC=1C=CC(=NC1)OC1=CC=C(C=C1)NS(=O)(=O)C)C1=CC=CC=C1 (N-(4-{[5-({4-[(anilinocarbonyl)(phenyl)amino]piperidin-1-yl}methyl)pyridin-2-yl]oxy}phenyl)methanesulfonamide), ClC1=CC(=CC=C1)C(=O)OO (m-chloroperbenzoic acid), C(O)([O-])=O.[Na+] (sodium hydrogen carbonate). The solvent is C(Cl)(Cl)Cl (chloroform). Reaction SMILES: [NH:1]([C:8]([N:10]([C:36]1[CH:41]=[CH:40][CH:39]=[CH:38][CH:37]=1)[CH:11]1[CH2:16][CH2:15][N:14]([CH2:17][C:18]2[CH:19]=[CH:20][C:21]([O:24][C:25]3[CH:30]=[CH:29][C:28]([NH:31][S:32]([CH3:35])(=[O:34])=[O:33])=[CH:27][CH:26]=3)=[N:22][CH:23]=2)[CH2:13][CH2:12]1)=[O:9])[C:2]1[CH:7]=[CH:6][CH:5]=[CH:4][CH:3]=1.ClC1C=CC=C(C(OO)=[O:50])C=1.C(=O)([O-])O.[Na+]>C(Cl)(Cl)Cl>[NH:1]([C:8]([N:10]([C:36]1[CH:41]=[CH:40][CH:39]=[CH:38][CH:37]=1)[CH:11]1[CH2:12][CH2:13][N+:14]([CH2:17][C:18]2[CH:19]=[CH:20][C:21]([O:24][C:25]3[CH:30]=[CH:29][C:28]([NH:31][S:32]([CH3:35])(=[O:33])=[O:34])=[CH:27][CH:26]=3)=[N:22][CH:23]=2)([O-:50])[CH2:15][CH2:16]1)=[O:9])[C:2]1[CH:3]=[CH:4][CH:5]=[CH:6][CH:7]=1 |f:2.3|. Run at time 4 hour. Yields the product N(C1=CC=CC=C1)C(=O)N(C1CC[N+](CC1)([O-])CC=1C=CC(=NC1)OC1=CC=C(C=C1)NS(=O)(=O)C)C1=CC=CC=C1 (N-(4-{[5-({4-[(anilinocarbonyl)(phenyl)amino]-1-oxido-1-piperidinyl}methyl)-2-pyridinyl]oxy}phenyl)methanesulfonamide). Procedure details: To a solution of the compound prepared in Example 8(10) (361 mg) in chloroform (6.1 ml) was added m-chloroperbenzoic acid (116 mg) on ice bath. The reaction mixture was stirred for 4 hours at room temperature. To reaction mixture was added a saturated aqueous solution of sodium hydrogen carbonate, and extracted with ethyl acetate. The organic layer was washed with brine, dried over anhydrous magnesium sulfate, and concentrated. The obtained residue was washed with chloroform and methanol, dried ... The reactants are ClC1=NC=CC(=N1)Cl (2,4-dichloropyrimidine), N#N (N2), C[Si](C)(C)C#C ((trimethylsilyl)acetylene). Reagents/catalysts: Cl[Pd]([P](C1=CC=CC=C1)(C2=CC=CC=C2)C3=CC=CC=C3)([P](C4=CC=CC=C4)(C5=CC=CC=C5)C6=CC=CC=C6)Cl (Pd(PPh3)2Cl2), C1=CC=C(C=C1)P(C2=CC=CC=C2)C3=CC=CC=C3 (PPh3). Solvent: C1CCOC1 (THF), CCN(CC)CC (Et3N). Yields the product ClC1=NC=CC(=N1)C#C[Si](C)(C)C (2-Chloro-4-[trimethylsilylethynyl]pyrimidine). Isolated yield 86.6%. Reaction SMILES: [Cl:1][C:2]1[N:7]=[C:6](Cl)[CH:5]=[CH:4][N:3]=1.N#N.[CH3:11][Si:12]([C:15]#[CH:16])([CH3:14])[CH3:13]>C1COCC1.CCN(CC)CC.Cl[Pd](Cl)([P](C1C=CC=CC=1)(C1C=CC=CC=1)C1C=CC=CC=1)[P](C1C=CC=CC=1)(C1C=CC=CC=1)C1C=CC=CC=1.C1C=CC(P(C2C=CC=CC=2)C2C=CC=CC=2)=CC=1>[Cl:1][C:2]1[N:7]=[C:6]([C:16]#[C:15][Si:12]([CH3:14])([CH3:13])[CH3:11])[CH:5]=[CH:4][N:3]=1 |^1:31,50|. Reported procedure: To a mixture of Pd(PPh3)2Cl2 (0.9 g) and PPh3 (0.7 g) in THF (200 mL) and Et3N (300 mL) was added 2,4-dichloropyrimidine (40 g, 0.27 mol) under a stream of N2. After bubbling N2 into the solution for 15 min, CuI (0.5 g) was added, followed by (trimethylsilyl)acetylene (29 g, 0.29 mol). The mixture was heated at reflux for 4.5 h. The mixture was cooled to rt and filtered, washing with EtOAc. The filtrated was concentrated and the residue was diluted with hexanes (500 mL) and loaded directly onto ...